Dataset: the Open Reaction Database (ORD), a public repository of structured organic reaction records. Task: describe an organic reaction: reactants, conditions, products, and yield Procedure details: Commercially available (1S,5S,6S,7R)-6-(t-butyldimethylsiloxymethyl)-3-formyl -7-tetrahydropyranyloxybicyclo[3.3.0]oct-2-ene (1.00 g) (1) was reacted with an ylide which was prepared from (3-carboxypropyl)triphenylphosphine bromide and potassium t-butoxide. A crude carboxylic acid was obtained according to a usual work-up. The product was reacted with diazomethane in ether. A crude product obtained after a usual work-up was purified on a column chromatography (hexane/ethyl acetate=10/1) to give ... Yields the product O([Si](C)(C)C(C)(C)C)C[C@@H]1[C@H]2CC(=C[C@H]2C[C@H]1OC1OCCCC1)C=CCCC(=O)OC ((1S,5S,6S,7R)-6-(t-butyldimethylsiloxymethyl)-3-[4-methoxycarbonyl -1(EZ)-butenyl]-7-tetrahydropyranyloxy-bicyclo[3.3.0]oct-2-ene). RXN SMILES: [O:1]([CH2:9][C@H:10]1[C@H:17]([O:18][CH:19]2[CH2:24][CH2:23][CH2:22][CH2:21][O:20]2)[CH2:16][C@H:15]2[C@@H:11]1[CH2:12][C:13](C=O)=[CH:14]2)[Si:2]([C:5]([CH3:8])([CH3:7])[CH3:6])([CH3:4])[CH3:3].[Br-].C([CH2:31][CH2:32][CH2:33]P(C1C=CC=CC=1)(C1C=CC=CC=1)C1C=CC=CC=1)(O)=O.C[C:54]([CH3:57])([O-:56])C.[K+].[N+](=C)=[N-].C[CH2:63][O:64]CC>>[O:1]([CH2:9][C@H:10]1[C@H:17]([O:18][CH:19]2[CH2:24][CH2:23][CH2:22][CH2:21][O:20]2)[CH2:16][C@H:15]2[C@@H:11]1[CH2:12][C:13]([CH:31]=[CH:32][CH2:33][CH2:57][C:54]([O:64][CH3:63])=[O:56])=[CH:14]2)[Si:2]([C:5]([CH3:7])([CH3:6])[CH3:8])([CH3:4])[CH3:3] |f:1.2,3.4|. The reactants are O([Si](C)(C)C(C)(C)C)C[C@@H]1[C@H]2CC(=C[C@H]2C[C@H]1OC1OCCCC1)C=O ((1S,5S,6S,7R)-6-(t-butyldimethylsiloxymethyl)-3-formyl -7-tetrahydropyranyloxybicyclo[3.3.0]oct-2-ene), [Br-].C(=O)(O)CCCP(C1=CC=CC=C1)(C1=CC=CC=C1)C1=CC=CC=C1 ((3-carboxypropyl)triphenylphosphine bromide), CC(C)([O-])C.[K+] (potassium t-butoxide), [N+](=[N-])=C (diazomethane), CCOCC (ether). The product is ClC=1C=C2C=C(C(OC2=C(C1)C1=CC(=C(C=C1)Cl)C)C(F)(F)F)C(=O)[O-].[Na+] (Sodium 6-Chloro-8-(4-chloro-3-methylphenyl)-2-(trifluoromethyl)-2H-chromene-3-carboxylate). Reaction SMILES: [Cl:1][C:2]1[CH:3]=[C:4]2[C:9](=[C:10]([C:12]3[CH:17]=[CH:16][C:15]([Cl:18])=[C:14]([CH3:19])[CH:13]=3)[CH:11]=1)[O:8][CH:7]([C:20]([F:23])([F:22])[F:21])[C:6]([C:24]([OH:26])=[O:25])=[CH:5]2.[OH-].[Na+:28]>C(O)C>[Cl:1][C:2]1[CH:3]=[C:4]2[C:9](=[C:10]([C:12]3[CH:17]=[CH:16][C:15]([Cl:18])=[C:14]([CH3:19])[CH:13]=3)[CH:11]=1)[O:8][CH:7]([C:20]([F:22])([F:23])[F:21])[C:6]([C:24]([O-:26])=[O:25])=[CH:5]2.[Na+:28] |f:1.2,4.5|. Reported procedure: A solution of 6-chloro-8-(4-chloro-3-methylphenyl)-2-(trifluoromethyl)-2H-chromene-3-carboxylic acid 31.5 mg (0.078 mmole) in 2.0 mL of ethanol was treated with 0.775 mL of 0.1008N NaOH. The resultant mixture was lyophilized to provide a quantitative yield of a yellow solid: 1H NMR (CD3OD/400 MHz) 2.39 (s, 3H), 5.77 (q, 1H, J=6.8 Hz), 7.25-7.28 (m, 1H), 7.34 (d, 1H, J=2.4 Hz), 7.37-7.40 (m, 3H), 7.79 (s, 1H). The reactants are ClC=1C=C2C=C(C(OC2=C(C1)C1=CC(=C(C=C1)Cl)C)C(F)(F)F)C(=O)O (6-chloro-8-(4-chloro-3-methylphenyl)-2-(trifluoromethyl)-2H-chromene-3-carboxylic acid), [OH-].[Na+] (NaOH), resultant mixture. Solvent: C(C)O (ethanol).